From a dataset of the Open Reaction Database (ORD), a public repository of structured organic reaction records. describe an organic reaction: reactants, conditions, products, and yield The reactants are [BH4-], CCO, CCCCCC(=O)CC, [NH4+], [Na+], [OH-], O. The product is CCCCCC(O)CC. As a reaction SMILES: [BH4-:10].[CH3:14][CH2:15][OH:16].[CH3:1][CH2:2][C:3]([CH2:4][CH2:5][CH2:6][CH2:7][CH3:8])=[O:9].[NH4+:12].[Na+:11].[OH-:13].[OH2:17]>>[CH3:1][CH2:2][CH:3]([CH2:4][CH2:5][CH2:6][CH2:7][CH3:8])[OH:9]. The reactants are N1C(C=CC2=CC=CC=C12)N ((2H)-quinolinamine), Cl.N1CCC(CCC1)=O (hexahydro-4H-azepin-4-one hydrochloride), Cl (HCl). Solvent: CCO (EtOH). Reaction conditions: temperature 20 celsius. Yields the product C1=CC=C2CCCN3C2=C1C1=C3CCNCC1 (5,6,9,10,11,12-hexahydro-4H,8H-azepino[4′,5′:4,5]pyrrolo[3,2,1-ij]quinoline). The yield is 25.2%. Reaction SMILES: [NH:1]1[C:10]2[C:5](=[CH:6][CH:7]=[CH:8][CH:9]=2)[CH:4]=[CH:3][CH:2]1N.Cl.[NH:13]1[CH2:19][CH2:18][CH2:17][C:16](=O)[CH2:15][CH2:14]1.Cl>CCO>[CH:8]1[C:9]2[C:17]3[CH2:18][CH2:19][NH:13][CH2:14][CH2:15][C:16]=3[N:1]3[C:10]=2[C:5]([CH2:4][CH2:3][CH2:2]3)=[CH:6][CH:7]=1 |f:1.2|. Procedure: To a solution of 3,4-dihydro-[(2H)-quinolinamine (1.0 g, 14 mmol) and hexahydro-4H-azepin-4-one hydrochloride (1.0 g, 14 mmol) in EtOH (13 mL) was added concentrated HCl (1.2 mL). The reaction was stirred at reflux for 14 h, then cooled to 20° C. A brown precipitate was filtered from the reaction mixture, affording the title compound (800 mg, 45%) as a brown solid. 1H NMR (CD3OD, 300 MHz) δ 2.14–2.23 (m, 2H), 2.91 (t, 2H, J=6.0 Hz), 3.16–3.21 (m, 2H), 3.27–3.33 (m, 2H), 3.39–3.50 (m, 4H), 4.04 (... Starting materials: FC1=C(C=CC=C1F)C1=CC=C(C=C1)OCCCCCCOC(C=C)=O (2,3-difluoro-4'-[6-(acryloyloxy)hexyloxy]biphenyl), BrCCCCCCCCCCCCO (12-bromo-1-dodecanol), BrCCCCCCO (6-bromo-1-hexanol). Yields the product C(C=C)(=O)OCCCCCCCCCCCCBr (12-bromododecyl acrylate). Yield: 75.1%. RXN SMILES: FC1C(F)=CC=CC=1C1C=C[C:12]([O:15]CCCCCCOC(=O)C=C)=[CH:11][CH:10]=1.[Br:27][CH2:28][CH2:29][CH2:30][CH2:31][CH2:32][CH2:33][CH2:34][CH2:35][CH2:36][CH2:37][CH2:38][CH2:39][OH:40].BrCCCCCCO>>[C:12]([O:40][CH2:39][CH2:38][CH2:37][CH2:36][CH2:35][CH2:34][CH2:33][CH2:32][CH2:31][CH2:30][CH2:29][CH2:28][Br:27])(=[O:15])[CH:11]=[CH2:10]. Reported procedure: The same procedure as in the synthesis (a) of Example 2 was repeated except that 44.0 g of 12-bromo-1-dodecanol were used instead of 30 g of 6-bromo-1-hexanol to give 39.8 g (Y., 75.1%) of 12-bromododecyl acrylate. Starting materials: C(C)(C)(C)NC(=O)C1=CN(C2=NC=C(N=C21)NC=2C=NC(=NC2)C)COCC[Si](C)(C)C (N-tert-butyl-2-(2-methylpyrimidin-5-ylamino)-5-((2-(trimethylsilyl)ethoxy)methyl)-5H-pyrrolo[2,3-b]pyrazine-7-carboxamide), FC(C(=O)O)(F)F (trifluoroacetic acid). The solvent is ClCCl (dichloromethane), CO (methanol), [OH-].[NH4+] (ammonium hydroxide), ClCCl (dichloromethane). Run at time 16 hour. Product: C(C)(C)(C)NC(=O)C1=CNC2=NC=C(N=C21)NC=2C=NC(=NC2)C (N-tert-butyl-2-(2-methylpyrimidin-5-ylamino)-5H-pyrrolo[2,3-b]pyrazine-7-carboxamide). Isolated yield 77.2%. As a reaction SMILES: [C:1]([NH:5][C:6]([C:8]1[C:16]2[C:11](=[N:12][CH:13]=[C:14]([NH:17][C:18]3[CH:19]=[N:20][C:21]([CH3:24])=[N:22][CH:23]=3)[N:15]=2)[N:10](COCC[Si](C)(C)C)[CH:9]=1)=[O:7])([CH3:4])([CH3:3])[CH3:2].FC(F)(F)C(O)=O>ClCCl.CO.[OH-].[NH4+]>[C:1]([NH:5][C:6]([C:8]1[C:16]2[C:11](=[N:12][CH:13]=[C:14]([NH:17][C:18]3[CH:23]=[N:22][C:21]([CH3:24])=[N:20][CH:19]=3)[N:15]=2)[NH:10][CH:9]=1)=[O:7])([CH3:4])([CH3:3])[CH3:2] |f:4.5|. Reported procedure: To a solution of N-tert-butyl-2-(2-methylpyrimidin-5-ylamino)-5-((2-(trimethylsilyl)ethoxy)methyl)-5H-pyrrolo[2,3-b]pyrazine-7-carboxamide (78 mg, 171 μmol) in dichloromethane (2.5 mL) was added trifluoroacetic acid (390 mg, 264 μL, 3.42 mmol) and the mixture stirred at room temperature for 16 h. The reaction mixture was concentrated in vacuo and the residue obtained diluted with dichloromethane (2.5 mL), methanol (1.2 mL) and ammonium hydroxide (0.35 mL) and the mixture stirred at room temperat... Reactants: C(N)(=N)NN=C(C1=C(C=C(C=C1)Cl)Cl)C#N (2,4-dichlorobenzoyl cyanide amidinohydrazone), C(CC)O (1-propanol). Solvent: CS(=O)C (dimethylsulfoxide). Yields the product NC=1N=NC(=C(N1)N)C1=C(C=C(C=C1)Cl)Cl (3,5-Diamino-6-(2,4-dichlorophenyl)-1,2,4-triazine), ClC1=C(C(=O)C#N)C=CC(=C1)Cl (2,4-dichlorobenzoyl cyanide). Reaction SMILES: [C:1]([NH:4][N:5]=[C:6]([C:15]#[N:16])[C:7]1[CH:12]=[CH:11][C:10]([Cl:13])=[CH:9][C:8]=1[Cl:14])(=[NH:3])[NH2:2].C([OH:20])CC>CS(C)=O>[NH2:3][C:1]1[N:4]=[N:5][C:6]([C:7]2[CH:12]=[CH:11][C:10]([Cl:13])=[CH:9][C:8]=2[Cl:14])=[C:15]([NH2:16])[N:2]=1.[Cl:14][C:8]1[CH:9]=[C:10]([Cl:13])[CH:11]=[CH:12][C:7]=1[C:6]([C:15]#[N:16])=[O:20]. Procedure: The title compound was prepared as in Example 2(a) from 2,4-dichlorobenzoyl cyanide amidinohydrazone obtained in Example 3. The solvent for ring closure was a mixture of 1-propanol and dimethylsulfoxide (5:1). Total yield (from 2,4-dichlorobenzoyl cyanide): 55%; m.p. 220-222° C. (uncorrected). Starting materials: [C@H]12[C@H](NC[C@@H]2C1)CNC(=O)C1=C(N=C2SC=CN21)C (6-Methyl-imidazo[2,1-b]thiazole-5-carboxylic acid [(1S,2S,5R)-1-(3-aza-bicyclo[3.1.0]hex-2-yl)methyl]-amide), CC=1C=C(C=CC1C)C=1C(=CC=CC1)C(=O)O (3′,4′-Dimethyl-biphenyl-2-carboxylic acid). Product: CC=1C=C(C=CC1C)C=1C(=CC=CC1)C(=O)N1[C@@H]([C@H]2C[C@H]2C1)CNC(=O)C1=C(N=C2SC=CN21)C (6-Methyl-imidazo[2,1-b]thiazole-5-carboxylic acid[(1S,2S,5R)-3-(3′,4′-dimethyl-biphenyl-2-carbonyl)-3-aza-bicyclo[3.1.0]hex-2-ylmethyl]-amide). RXN SMILES: [C@H:1]12[CH2:6][C@H:5]1[CH2:4][NH:3][C@@H:2]2[CH2:7][NH:8][C:9]([C:11]1[N:18]2[C:14]([S:15][CH:16]=[CH:17]2)=[N:13][C:12]=1[CH3:19])=[O:10].[CH3:20][C:21]1[CH:22]=[C:23]([C:28]2[C:29]([C:34](O)=[O:35])=[CH:30][CH:31]=[CH:32][CH:33]=2)[CH:24]=[CH:25][C:26]=1[CH3:27]>>[CH3:20][C:21]1[CH:22]=[C:23]([C:28]2[C:29]([C:34]([N:3]3[CH2:4][C@H:5]4[C@H:1]([CH2:6]4)[C@H:2]3[CH2:7][NH:8][C:9]([C:11]3[N:18]4[C:14]([S:15][CH:16]=[CH:17]4)=[N:13][C:12]=3[CH3:19])=[O:10])=[O:35])=[CH:30][CH:31]=[CH:32][CH:33]=2)[CH:24]=[CH:25][C:26]=1[CH3:27]. Procedure details: prepared by reaction of 6-Methyl-imidazo[2,1-b]thiazole-5-carboxylic acid [(1S,2S,5R)-1-(3-aza-bicyclo[3.1.0]hex-2-yl)methyl]-amide with 3′,4′-Dimethyl-biphenyl-2-carboxylic acid. LC-MS (basic): tR=1.40 min; [M+H]+=485.2. Starting materials: CN1C(C=2C(C1=O)=CC=CC2)=O (N-methyl phthalimide), CNC(=O)C=1C(=CC=CC1)C (N-methyl-o-toluamide), C(CCC)[Li] (n-butyl lithium). Solvent: O1CCCC1 (tetrahydrofuran), O1CCCC1 (tetrahydrofuran), CCCCCC (hexane). Conditions: time 2 hour. Product: OC1(N(C(C2=CC=CC=C12)=O)C)CC=1C(=CC=CC1)C(=O)NC (α-(1-hydroxy-2-methyl-3-oxoisoindolin-1-yl)-N-methyl-o-toluamide). Reaction SMILES: [CH3:1][NH:2][C:3]([C:5]1[C:6]([CH3:11])=[CH:7][CH:8]=[CH:9][CH:10]=1)=[O:4].C([Li])CCC.[CH3:17][N:18]1[C:22](=[O:23])[C:21]2=[CH:24][CH:25]=[CH:26][CH:27]=[C:20]2[C:19]1=[O:28]>O1CCCC1.CCCCCC>[OH:23][C:22]1([CH2:11][C:6]2[C:5]([C:3]([NH:2][CH3:1])=[O:4])=[CH:10][CH:9]=[CH:8][CH:7]=2)[C:21]2[C:20](=[CH:27][CH:26]=[CH:25][CH:24]=2)[C:19](=[O:28])[N:18]1[CH3:17]. Procedure details: A solution of 29.8 grams (0.2 mole) of N-methyl-o-toluamide in 600 milliliters of dry tetrahydrofuran is treated dropwise with 275 milliliters (0.44 mole) of n-butyl lithium in hexane, while maintaining the temperature at 0° C. to 10° C. After the addition is complete, the mixture is stirred at 0° C. to 10° C. for 2 hours. The cooling bath is removed and a solution of 32.2 grams (0.2 mole) of N-methyl phthalimide in 330 milliliters of tetrahydrofuran is added dropwise. The temperature is maintai...